describe an organic reaction: reactants, conditions, products, and yield From a dataset of the Open Reaction Database (ORD), a public repository of structured organic reaction records. The reactants are COC1=C(C=CC(=C1)C=1SC=CC1)C(C)=O (1-(2-methoxy-4-thiophen-2-yl-phenyl)-ethanone), C(=O)(O)C1=CC=C(C=O)C=C1 (4-carboxybenzaldehyde). As a reaction SMILES: [CH3:1][O:2][C:3]1[CH:8]=[C:7]([C:9]2[S:10][CH:11]=[CH:12][CH:13]=2)[CH:6]=[CH:5][C:4]=1[C:14](=[O:16])[CH3:15].[C:17]([C:20]1[CH:27]=[CH:26][C:23]([CH:24]=O)=[CH:22][CH:21]=1)([OH:19])=[O:18]>>[CH3:1][O:2][C:3]1[CH:8]=[C:7]([C:9]2[S:10][CH:11]=[CH:12][CH:13]=2)[CH:6]=[CH:5][C:4]=1[C:14](=[O:16])/[CH:15]=[CH:24]/[C:23]1[CH:26]=[CH:27][C:20]([C:17]([OH:19])=[O:18])=[CH:21][CH:22]=1. Yields the product COC1=C(C=CC(=C1)C=1SC=CC1)C(/C=C/C1=CC=C(C(=O)O)C=C1)=O (4-[3-(2-Methoxy-4-thiophen-2-yl-phenyl)-3-oxo-E-propenyl]-benzoic acid). Procedure details: The title compound was prepared by condensing 1-(2-methoxy-4-thiophen-2-yl-phenyl)-ethanone (Ex-19A) and 4-carboxybenzaldehyde in a similar manner as described in Ex-17 except an acidic workup. Yellow solid, mp 193–195° C. 1H-NMR (CDCl3) □ 7.70 (d, J=8 Hz, 2H), 7.38 (d, J=8 Hz, 1H), 7.07–7.16 (m, 4H), 6.75–6.80 (m, 4H), 6.42 (d, J=16 Hz, 1H), 3.67 (s, 3H), MS m/z=364 ([M]+, 100%). Anal. Calculated for C21H16O4S: C, 69.21; H, 4.43; S, 8.80; found: C, 69.02; H, 4.56; S, 8.75. Starting materials: C(C)OC(C(CC(C)C)C=1C=C(C=C(C1)OS(=O)(=O)C(F)(F)F)C1=CC=C(C=C1)C(F)(F)F)=O (4-Methyl-2-(5-trifluoromethanesulfonyloxy-4′-trifluoromethyl-biphenyl-3-yl)-pentanoic acid ethyl ester), C(#N)C1=C(C=C(C=C1)B(O)O)F (4-cyano-3-fluoro-phenylboronic acid). Yields the product C(#N)C1=C(C=C(C=C1)C1=CC(=CC(=C1)C(C(=O)O)CC(C)C)C1=CC=C(C=C1)C(F)(F)F)F (2-(4-Cyano-3-fluoro-4″-trifluoromethyl-[1,1′;3′,1″]terphenyl-5′-yl)-4-methyl-pentanoic acid). RXN SMILES: C([O:3][C:4](=[O:34])[CH:5]([C:10]1[CH:11]=[C:12]([C:24]2[CH:29]=[CH:28][C:27]([C:30]([F:33])([F:32])[F:31])=[CH:26][CH:25]=2)[CH:13]=[C:14](OS(C(F)(F)F)(=O)=O)[CH:15]=1)[CH2:6][CH:7]([CH3:9])[CH3:8])C.[C:35]([C:37]1[CH:42]=[CH:41][C:40](B(O)O)=[CH:39][C:38]=1[F:46])#[N:36]>>[C:35]([C:37]1[CH:42]=[CH:41][C:40]([C:14]2[CH:15]=[C:10]([CH:5]([CH2:6][CH:7]([CH3:9])[CH3:8])[C:4]([OH:34])=[O:3])[CH:11]=[C:12]([C:24]3[CH:25]=[CH:26][C:27]([C:30]([F:31])([F:32])[F:33])=[CH:28][CH:29]=3)[CH:13]=2)=[CH:39][C:38]=1[F:46])#[N:36]. Reported procedure: The title compound was prepared from a Suzuki coupling of 4-Methyl-2-(5-trifluoromethanesulfonyloxy-4′-trifluoromethyl-biphenyl-3-yl)-pentanoic acid ethyl ester (intermediate Example 1g) with 4-cyano-3-fluoro-phenylboronic acid under the conditions described in Example 1; 1H NMR (400 MHz, MeOD) δ ppm 0.88 (dd, J=6.60, 2.93 Hz, 6H), 1.46 (dt, J=13.45, 6.72 Hz, 1H), 1.66 (ddd, J=13.69, 7.21, 6.97 Hz, 1H), 1.96 (ddd, J=13.27, 7.95, 7.64 Hz, 1H), 3.78 (t, J=7.83 Hz, 1H), 7.59-7.70 (m, 6H) 7.72-7.82 ... Starting materials: C(C1=CC=CC=C1)N1CCC(CC1)NC (1-benzyl-4-(methylamino)piperidine), ClC1=NC=CC=C1[N+](=O)[O-] (2-chloro-3-nitropyridine), BrC1=NC=CC=C1OCC (2-bromo-3-ethoxypyridine). The product is C(C1=CC=CC=C1)N1CCC(CC1)N(C1=NC=CC=C1[N+](=O)[O-])C(C)C (1-Benzyl-4-[N-(1-methylethyl)-N-(3-nitro-2-pyridinyl)amino]piperidine). RXN SMILES: [CH2:1]([N:8]1[CH2:13][CH2:12][CH:11]([NH:14][CH3:15])[CH2:10][CH2:9]1)[C:2]1[CH:7]=[CH:6][CH:5]=[CH:4][CH:3]=1.ClC1[C:22]([N+:23]([O-:25])=[O:24])=[CH:21][CH:20]=[CH:19][N:18]=1.BrC1C(OCC)=[CH:31][CH:30]=[CH:29]N=1>>[CH2:1]([N:8]1[CH2:13][CH2:12][CH:11]([N:14]([CH:30]([CH3:31])[CH3:29])[C:15]2[C:22]([N+:23]([O-:25])=[O:24])=[CH:21][CH:20]=[CH:19][N:18]=2)[CH2:10][CH2:9]1)[C:2]1[CH:3]=[CH:4][CH:5]=[CH:6][CH:7]=1. Reported procedure: Following the general procedure of EXAMPLE 70, and making non-critical variations but substituting 1-benzyl-4-(1-methylethylamino)piperidine (EXAMPLE 99) for 1-benzyl-4-(methylamino)piperidine and 2-chloro-3-nitropyridine for 2-bromo-3-ethoxypyridine and using a reaction time of 2 hrs, the title compound is obtained, NMR (CDCl3) 8.24, 7.90, 7.31-7.23, 6.62, 3.61, 3.49, 2.97, 2.27, 1.96, 1.77 and 1.39δ.